This data is from the Open Reaction Database (ORD), a public repository of structured organic reaction records. The task is: describe an organic reaction: reactants, conditions, products, and yield Starting materials: CN(C)C=O (DMF), [Si](C)(C)(C(C)(C)C)OC1CCC(CC1)N1N=CC(=C1)I (1-[4-(tert-butyl-dimethylsilanyloxy)-cyclohexyl]-4-iodo-1H-pyrazole), C1CCOC1 (THF), [Li+].CC(C)[N-]C(C)C (LDA), C1CCCCC1 (cyclohexane), [NH4+].[Cl-] (NH4Cl). Conditions: time 5 minute. Product: [Si](C)(C)(C(C)(C)C)O[C@@H]1CC[C@H](CC1)N1N=CC(=C1C=O)I (1-(trans-4-{[tert-Butyl(dimethyl)silyl]oxy}cyclohexyl)-4-iodo-1H-pyrazole-5-carbaldehyde). RXN SMILES: [Si:1]([O:8][CH:9]1[CH2:14][CH2:13][CH:12]([N:15]2[CH:19]=[C:18]([I:20])[CH:17]=[N:16]2)[CH2:11][CH2:10]1)([C:4]([CH3:7])([CH3:6])[CH3:5])([CH3:3])[CH3:2].C1C[O:24][CH2:23]C1.[Li+].CC([N-]C(C)C)C.C1CCCCC1.CN(C=O)C.[NH4+].[Cl-]>>[Si:1]([O:8][C@H:9]1[CH2:14][CH2:13][C@H:12]([N:15]2[C:19]([CH:23]=[O:24])=[C:18]([I:20])[CH:17]=[N:16]2)[CH2:11][CH2:10]1)([C:4]([CH3:7])([CH3:5])[CH3:6])([CH3:3])[CH3:2] |f:2.3,6.7|. Procedure details: A solution of 1-[4-(tert-butyl-dimethylsilanyloxy)-cyclohexyl]-4-iodo-1H-pyrazole (100.0 mg, 0.2461 mmol) in THF (6 mL, 70 mmol) was cooled to −78° C. and added 1.5 M of LDA in cyclohexane (0.213 mL, 0.320 mmol). After stirring for 5 min, DMF (0.1 mL, 1 mmol) was added slowly, and the mixture was stirred at −78° C. for 30 min. Sat. NH4Cl was added to quench, and the organic solvent was removed in vacuo. The material was extracted with DCM and water, and the organic layer was dry-loaded onto sili... Reactants: C(C1=CC=CC=C1)N1CC(OCC1)C1=CC=C(C=C1)Br (4-benzyl-2-(4-bromo-phenyl)-morpholine), FC(C=1C=C(C=CC1)O)(F)F (3-(trifluoromethyl)phenol), CC(C)(C(CC(C(C)(C)C)=O)=O)C (2,2,6,6-tetramethyl-3,5-heptanedione), C([O-])([O-])=O.[Cs+].[Cs+] (cesium carbonate). Reagents/catalysts: [Cu]I (copper(I) iodide). Run in C1(=CC=CC=C1)C (toluene). Product: C(C1=CC=CC=C1)N1CC(OCC1)C1=CC=C(C=C1)OC1=CC(=CC=C1)C(F)(F)F (4-benzyl-2-[4-(3-trifluoromethyl-phenoxy)-phenyl]-morpholine). Isolated yield 47.3%. Reaction SMILES: [CH2:1]([N:8]1[CH2:13][CH2:12][O:11][CH:10]([C:14]2[CH:19]=[CH:18][C:17](Br)=[CH:16][CH:15]=2)[CH2:9]1)[C:2]1[CH:7]=[CH:6][CH:5]=[CH:4][CH:3]=1.[F:21][C:22]([F:31])([F:30])[C:23]1[CH:24]=[C:25]([OH:29])[CH:26]=[CH:27][CH:28]=1.CC(C)(C(=O)CC(=O)C(C)(C)C)C.C(=O)([O-])[O-].[Cs+].[Cs+]>C1(C)C=CC=CC=1.[Cu]I>[CH2:1]([N:8]1[CH2:13][CH2:12][O:11][CH:10]([C:14]2[CH:19]=[CH:18][C:17]([O:29][C:25]3[CH:26]=[CH:27][CH:28]=[C:23]([C:22]([F:21])([F:30])[F:31])[CH:24]=3)=[CH:16][CH:15]=2)[CH2:9]1)[C:2]1[CH:7]=[CH:6][CH:5]=[CH:4][CH:3]=1 |f:3.4.5|. Procedure details: A mixture of 4-benzyl-2-(4-bromo-phenyl)-morpholine (1.5 g, 4.6 mmol), 3-(trifluoromethyl)phenol (0.83 mL, 6.8 mmol), copper(I) iodide (438 mg, 2.3 mmol), 2,2,6,6-tetramethyl-3,5-heptanedione (0.48 mL, 2.3 mmol), and cesium carbonate (2.96 g, 9.1 mmol), in toluene (20 mL) was heated under reflux for 3 days. After cooling to room temperature, the mixture was partitioned between EtOAc and water. The layers were separated. The organic layer was dried (Na2SO4), filtered and concentrated in vacuo. Th... The reactants are COCOC1=CC=C(CON)C=C1 (4-methoxymethoxybenzyloxyamine), O=C(CCC(=O)OC)C1=CC=CC=C1 (methyl 4-oxo-4-phenylbutyrate), C(C)(=O)[O-].[Na+] (sodium acetate), Cl (hydrochloric acid). Run in CO (methanol), C(C)(=O)O (acetic acid), C(C)(=O)OCC.CCCCCC (ethyl acetate hexane). The product is OC1=CC=C(CO\N=C(/CCC(=O)OC)\C2=CC=CC=C2)C=C1 (methyl E-4-(4-hydroxybenzyloxyimino)-4-phenylbutyrate). Yield: 49.7%. Reaction SMILES: COC[O:4][C:5]1[CH:13]=[CH:12][C:8]([CH2:9][O:10][NH2:11])=[CH:7][CH:6]=1.O=[C:15]([C:22]1[CH:27]=[CH:26][CH:25]=[CH:24][CH:23]=1)[CH2:16][CH2:17][C:18]([O:20][CH3:21])=[O:19].C([O-])(=O)C.[Na+].Cl>C(OCC)(=O)C.CCCCCC.CO.C(O)(=O)C>[OH:4][C:5]1[CH:6]=[CH:7][C:8]([CH2:9][O:10]/[N:11]=[C:15](/[C:22]2[CH:23]=[CH:24][CH:25]=[CH:26][CH:27]=2)\[CH2:16][CH2:17][C:18]([O:20][CH3:21])=[O:19])=[CH:12][CH:13]=1 |f:2.3,5.6|. Procedure: A mixture of 4-methoxymethoxybenzyloxyamine (4.99 g), methyl 4-oxo-4-phenylbutyrate (5.71 g), acetic acid (5.10 ml), sodium acetate (4.87 g) and methanol (200 ml) was heated under reflux for 15 hours. The reaction mixture was cooled to room temperature, dilute hydrochloric acid was added to the residue and extracted with ethyl acetate. The ethyl acetate layer was washed with an aqueous saturated solution of sodium chloride, dried (MgSO4) and concentrated. The residue was dissolved in tetrahydrof... Reactants: NC=1C=C(C=CC1)CC(=O)OC (methyl (3-aminophenyl)acetate), CCN(C(C)C)C(C)C (DIEA), ClC(=O)OCC1=CC=CC=C1 (benzyl chloroformate). Run in C(Cl)Cl (DCM). Run at temperature 0 celsius. The product is C(C1=CC=CC=C1)OC(=O)NC=1C=C(C=CC1)CC(=O)OCC (Ethyl (3-{[(benzyloxy)carbonyl]amino}phenyl)acetate). Reaction SMILES: [NH2:1][C:2]1[CH:3]=[C:4]([CH2:8][C:9]([O:11][CH3:12])=[O:10])[CH:5]=[CH:6][CH:7]=1.[CH3:13]CN(C(C)C)C(C)C.Cl[C:23]([O:25][CH2:26][C:27]1[CH:32]=[CH:31][CH:30]=[CH:29][CH:28]=1)=[O:24]>C(Cl)Cl>[CH2:26]([O:25][C:23]([NH:1][C:2]1[CH:3]=[C:4]([CH2:8][C:9]([O:11][CH2:12][CH3:13])=[O:10])[CH:5]=[CH:6][CH:7]=1)=[O:24])[C:27]1[CH:32]=[CH:31][CH:30]=[CH:29][CH:28]=1. Procedure: To a solution of methyl (3-aminophenyl)acetate (25 g, 140 mmol) in 250 mL anhydrous DCM was added DIEA (28.5 mL, 155 mmol) and the resulting solution cooled to 0° C. and set under nitrogen atmosphere. To this cooled solution was then added benzyl chloroformate (21.1 mL, 148 mmol) and the resulting mixture stirred overnight allowing to warm to room temperature. The reaction was washed with 1 M HCl, water, and then brine. The organic layer was dried over sodium sulfate, filtered and concentrated u...